This data is from the Open Reaction Database (ORD), a public repository of structured organic reaction records. The task is: describe an organic reaction: reactants, conditions, products, and yield The yield is 24.7%. Reported procedure: A solution of 3-butyryl-4-chloro-8-acetylquinoline (2.0 g) and 4-amino-3-methylphenol (1.23 g, 10 mmol) in 1,4-dioxan (25 ml) was warmed briefly to reflux, then the dioxan evaporated. Chromatography (silica, 4-6% methanol in dichloromethane) and recrystallisation from ethyl acetate gave 3-butyryl-4-(4-hydroxy-2-methylphenylamino)-8-acetylquinoline (0.65 g), m.p. 183°-185°. The product is C(CCC)(=O)C=1C=NC2=C(C=CC=C2C1NC1=C(C=C(C=C1)O)C)C(C)=O (3-butyryl-4-(4-hydroxy-2-methylphenylamino)-8-acetylquinoline). Run in O1CCOCC1 (1,4-dioxan). The reactants are C(CCC)(=O)C=1C=NC2=C(C=CC=C2C1Cl)C(C)=O (3-butyryl-4-chloro-8-acetylquinoline), NC1=C(C=C(C=C1)O)C (4-amino-3-methylphenol). Reaction SMILES: [C:1]([C:6]1[CH:7]=[N:8][C:9]2[C:14]([C:15]=1Cl)=[CH:13][CH:12]=[CH:11][C:10]=2[C:17](=[O:19])[CH3:18])(=[O:5])[CH2:2][CH2:3][CH3:4].[NH2:20][C:21]1[CH:26]=[CH:25][C:24]([OH:27])=[CH:23][C:22]=1[CH3:28]>O1CCOCC1>[C:1]([C:6]1[CH:7]=[N:8][C:9]2[C:14]([C:15]=1[NH:20][C:21]1[CH:26]=[CH:25][C:24]([OH:27])=[CH:23][C:22]=1[CH3:28])=[CH:13][CH:12]=[CH:11][C:10]=2[C:17](=[O:19])[CH3:18])(=[O:5])[CH2:2][CH2:3][CH3:4]. Yields the product [N+](=O)([O-])C=1C=C(C(=O)OCC)C=CC1N1C(CSCC1)=O (Ethyl 3-nitro-4-(3-oxothiomorpholin-4-yl)benzoate). Reactants: [H-].[Na+] (Sodium hydride), N1C(CSCC1)=O (thiomorpholin-3-one), FC1=C(C=C(C(=O)OCC)C=C1)[N+](=O)[O-] (ethyl 4-fluoro-3-nitrobenzoate). Yield: 27.2%. As a reaction SMILES: [H-].[Na+].[NH:3]1[CH2:8][CH2:7][S:6][CH2:5][C:4]1=[O:9].F[C:11]1[CH:21]=[CH:20][C:14]([C:15]([O:17][CH2:18][CH3:19])=[O:16])=[CH:13][C:12]=1[N+:22]([O-:24])=[O:23]>O1CCCC1>[N+:22]([C:12]1[CH:13]=[C:14]([CH:20]=[CH:21][C:11]=1[N:3]1[CH2:8][CH2:7][S:6][CH2:5][C:4]1=[O:9])[C:15]([O:17][CH2:18][CH3:19])=[O:16])([O-:24])=[O:23] |f:0.1|. Solvent: O1CCCC1 (tetrahydrofuran), O1CCCC1 (tetrahydrofuran). Procedure details: Sodium hydride (60%, 171 mg, 4.27 mmol) was suspended in tetrahydrofuran (10 ml), and thiomorpholin-3-one (500 mg, 4.27 mmol) prepared in the Step 40-1-1 was added thereto. The mixture was stirred at a room temperature for 5 minutes, and a solution (10 ml) of ethyl 4-fluoro-3-nitrobenzoate (910 mg, 4.27 mmol) prepared in the Step 1-1-1 in tetrahydrofuran was slowly added to the mixture. The resulting mixture was stirred at a room temperature for 4 hours. The mixture was concentrated, and chlorof... Run at time 5 minute.